From a dataset of the Open Reaction Database (ORD), a public repository of structured organic reaction records. describe an organic reaction: reactants, conditions, products, and yield Reactants: C(C)(C)NC(C)C (diisopropylamine), C(CCC)[Li] (n-butyl lithium), CI (methyl iodide), CN(C)P(=O)(N(C)C)N(C)C (HMPA), C(CCCCCCCC)(=O)OCC (ethyl nonanoate), [Cl-].[NH4+] (ammonium chloride). Run in C1CCOC1 (THF). Reaction conditions: temperature -78 celsius, time 30 minute. The product is CC(C(=O)OCC)CCCCCCC (ethyl 2-methylnonanoate). The yield is 90.1%. RXN SMILES: [CH:1](NC(C)C)(C)C.C([Li])CCC.[C:13]([O:23][CH2:24][CH3:25])(=[O:22])[CH2:14][CH2:15][CH2:16][CH2:17][CH2:18][CH2:19][CH2:20][CH3:21].CI.CN(P(N(C)C)(N(C)C)=O)C.[Cl-].[NH4+]>C1COCC1>[CH3:1][CH:14]([CH2:15][CH2:16][CH2:17][CH2:18][CH2:19][CH2:20][CH3:21])[C:13]([O:23][CH2:24][CH3:25])=[O:22] |f:5.6|. Procedure details: To a solution of diisopropylamine (9.0 ml, 64.4 mmol) in 100 ml anhydrous THF was added dropwise n-butyl lithium (1.61N, 40.0 ml, 64.4 mmol) at -78° C. under argon atmosphere. The mixture was stirred at -78° C. for 30 minutes and ethyl nonanoate (10.00 g, 53.7 mmol) was added dropwise. After stirring the mixture at -78° C. for 30 minutes, a solution of methyl iodide (3.7 ml, 59.1 mmol) in HMPA (2.8 ml, 16.1 mmol) was added dropwise and the mixture was stirred at -78° C. for 3.5 hours. Saturated ...